From a dataset of the Open Reaction Database (ORD), a public repository of structured organic reaction records. describe an organic reaction: reactants, conditions, products, and yield Starting materials: CCO, Clc1cnc2ccccc2n1, NN, O. Yields the product NNc1cnc2ccccc2n1. RXN SMILES: [CH3:15][CH2:16][OH:17].[Cl:1][c:2]1[n:3][c:4]2[cH:5][cH:6][cH:7][cH:8][c:9]2[n:10][cH:11]1.[NH2:13][NH2:14].[OH2:12]>>[c:2]1([NH:13][NH2:14])[n:3][c:4]2[cH:5][cH:6][cH:7][cH:8][c:9]2[n:10][cH:11]1.